Dataset: the Open Reaction Database (ORD), a public repository of structured organic reaction records. Task: describe an organic reaction: reactants, conditions, products, and yield Starting materials: CC(Cl)c1cccnc1, N#CC1(c2cccc(C(=O)O)c2)CC1. Reagents/catalysts: O=C([O-])[O-].[Cs+].[Cs+] (cesium carbonate), [I-].[K+] (potassium iodide). Solvent: CN(C)C=O (DMF), CN(C)C=O (dmf), CN(C)C=O (DMF). Reaction conditions: temperature 70 celsius, time 16 hour. Product: CC(OC(=O)c1cccc(C2(C#N)CC2)c1)c1cccnc1. Starting materials: [OH-].[Na+] (NaOH), C=CC=CC (1,3-pentadiene), C1(CC1)=CC(C)=O (1-cyclopropylidenepropan-2-one). The reagents and catalysts are [Cl-].[Cl-].[Zn+2] (ZnCl2). Solvent: CCOCC (Et2O), CCOCC (Et2O). Reaction conditions: time 24 hour. The product is crude product, C[C@H]1[C@H](C2(CC2)CC=C1)C(C)=O (rel-(4R,5R)-1-(5-methylspiro[2.5]oct-6-en-4-yl)ethanone). Isolated yield 37.1%. As a reaction SMILES: [CH2:1]=[CH:2][CH:3]=[CH:4][CH3:5].[C:6]1(=[CH:9][C:10](=[O:12])[CH3:11])[CH2:8][CH2:7]1.[OH-].[Na+]>CCOCC.[Cl-].[Cl-].[Zn+2]>[CH3:5][C@@H:4]1[CH:3]=[CH:2][CH2:1][C:6]2([CH2:8][CH2:7]2)[C@@H:9]1[C:10](=[O:12])[CH3:11] |f:2.3,5.6.7|. Procedure: At 20° C. under N2, a suspension of anhydrous ZnCl2 (0.31 g, 2.29 mmol) in Et2O (1.5 ml) was treated with 1,3-pentadiene (65% pure, 3.34 ml, 22.9 mmol) then with a solution of 1-cyclopropylidenepropan-2-one (0.44 g, 4.58 mmol) in Et2O (1,5 ml). After 24 h stirring, the resulting mixture treated with 6N aq. NaOH (3.1 ml) and the aqueous phase extracted three time with Et2O. The combined organic phases were washed twice with a saturated aqueous solution of NH4Cl, once with a saturated aqueous solu...